This data is from the Open Reaction Database (ORD), a public repository of structured organic reaction records. The task is: describe an organic reaction: reactants, conditions, products, and yield The reactants are [N+](=O)(O)[O-] (nitric acid), S(O)(O)(=O)=O (sulfuric acid), ClC=1C(=NN(C1SC)C)C1=C(C=C(C=C1)Cl)F (4-chloro-3-(4-chloro-2-fluorophenyl)-1-methyl-5-methylthio-1H-pyrazole), S(O)(O)(=O)=O (sulfuric acid). Reaction conditions: time 2 hour. Yields the product ClC=1C(=NN(C1S(=O)C)C)C1=C(C=C(C(=C1)[N+](=O)[O-])Cl)F (4-chloro-3-(4-chloro-2-fluoro-5-nitrophenyl)-1-methyl-5-methylsulfinyl-1H-pyrazole). Yield: 87.5%. As a reaction SMILES: [N+:1]([O-:4])(O)=[O:2].[Cl:5][C:6]1[C:7]([C:14]2[CH:19]=[CH:18][C:17]([Cl:20])=[CH:16][C:15]=2[F:21])=[N:8][N:9]([CH3:13])[C:10]=1[S:11][CH3:12].S(=O)(=O)(O)[OH:23]>>[Cl:5][C:6]1[C:7]([C:14]2[CH:19]=[C:18]([N+:1]([O-:4])=[O:2])[C:17]([Cl:20])=[CH:16][C:15]=2[F:21])=[N:8][N:9]([CH3:13])[C:10]=1[S:11]([CH3:12])=[O:23]. Procedure details: A mixture of conc. sulfuric acid (1.65 g) and conc. nitric acid (sp. gr. 1.38, 8.4 mmoles) was added dropwise to a solution of 4-chloro-3-(4-chloro-2-fluorophenyl)-1-methyl-5-methylthio-1H-pyrazole (0.98 g, 3.4 mmoles) in 2 ml conc. sulfuric acid under cooling with ice. After the addition was finished, the reaction mixture was further stirred for 2 hours at room temperature, and allowed to stand overnight. Then the resulting mixture was poured into ice-cold water, and the formed crystals were fi...